Dataset: the Open Reaction Database (ORD), a public repository of structured organic reaction records. Task: describe an organic reaction: reactants, conditions, products, and yield Starting materials: S(N)(O)(=O)=O (sulfamic acid), acetoacetamide-N-sulfonate, C(CC(=O)C)(=O)N (acetoacetamide), S(N)(O)(=O)=O (sulfamic acid). Product: acetoacetamide-N-sulfonic acid, CC1=CC(NS(O1)(=O)=O)=O (6-methyl-3,4-dihydro-1,2,3-oxa-thiazin-4-one 2,2-dioxide). As a reaction SMILES: [C:1]([NH2:7])(=[O:6])[CH2:2][C:3]([CH3:5])=[O:4].[S:8](=O)(=[O:11])([OH:10])N>>[CH3:5][C:3]1[O:4][S:8](=[O:11])(=[O:10])[NH:7][C:1](=[O:6])[CH:2]=1. Procedure details: cyclizing the acetoacetamide derivative; the process comprises using, as the sulfamic acid derivative in stage (a), a salt of sulfamic acid which is at least partly soluble in the inert organic solvent employed, cyclizing the acetoacetamide-N-sulfonate formed in this stage or the free acetoacetamide-N-sulfonic acid in stage (b) by the action of an at least approximately equimolar amount of SO3, if appropriate in an inert inorganic or organic solvent, to give 6-methyl-3,4-dihydro-1,2,3-oxa-thiazi... Reactants: C(C1=CC=CC=C1)OC(=O)N1C(NC[C@H]1C(=O)N1CCN(CC1)C1=C(C=CC(=C1)C)C)=O ((S)-5-[4-(2,5-dimethyl-phenyl)-piperazine-1-carbonyl]-2-oxo-imidazolidine-1-carboxylic acid benzyl ester), C(C)N(C(C)C)C(C)C (N-ethyl-diisopropylamine), C(=O)(O)[O-].[Na+] (NaHCO3), C1(=CC=CC=C1)S(=O)(=O)Cl (benzenesulfonyl chloride). The reagents and catalysts are CN(C1=CC=NC=C1)C (4-dimethylaminopyridine). Solvent: ClCCl (dichloromethane). Conditions: time 3 hour. The product is C(C1=CC=CC=C1)OC(=O)N1C(N(C[C@H]1C(=O)N1CCN(CC1)C1=C(C=CC(=C1)C)C)S(=O)(=O)C1=CC=CC=C1)=O ((S)-3-benzenesulfonyl-5-[4-(2,5-dimethyl-phenyl)-piperazine-1-carbonyl]-2-oxo-imidazolidine-1-carboxylic acid benzyl ester). RXN SMILES: [CH2:1]([O:8][C:9]([N:11]1[C@H:15]([C:16]([N:18]2[CH2:23][CH2:22][N:21]([C:24]3[CH:29]=[C:28]([CH3:30])[CH:27]=[CH:26][C:25]=3[CH3:31])[CH2:20][CH2:19]2)=[O:17])[CH2:14][NH:13][C:12]1=[O:32])=[O:10])[C:2]1[CH:7]=[CH:6][CH:5]=[CH:4][CH:3]=1.C(N(C(C)C)C(C)C)C.[C:42]1([S:48](Cl)(=[O:50])=[O:49])[CH:47]=[CH:46][CH:45]=[CH:44][CH:43]=1.C([O-])(O)=O.[Na+]>CN(C)C1C=CN=CC=1.ClCCl>[CH2:1]([O:8][C:9]([N:11]1[C@H:15]([C:16]([N:18]2[CH2:23][CH2:22][N:21]([C:24]3[CH:29]=[C:28]([CH3:30])[CH:27]=[CH:26][C:25]=3[CH3:31])[CH2:20][CH2:19]2)=[O:17])[CH2:14][N:13]([S:48]([C:42]2[CH:47]=[CH:46][CH:45]=[CH:44][CH:43]=2)(=[O:50])=[O:49])[C:12]1=[O:32])=[O:10])[C:2]1[CH:3]=[CH:4][CH:5]=[CH:6][CH:7]=1 |f:3.4|. Reported procedure: To a mixture of (S)-5-[4-(2,5-dimethyl-phenyl)-piperazine-1-carbonyl]-2-oxo-imidazolidine-1-carboxylic acid benzyl ester (1.0 g), N-ethyl-diisopropylamine (0.43 mL) and 4-dimethylaminopyridine (0.14 g) in dichloromethane (15 mL) was added benzenesulfonyl chloride (0.35 mL) at 0° C. The mixture was stirred at ambient temperature for 3 h, a diluted aqueous solution of NaHCO3 was added, the phases were separated and the aqueous phase was extracted with ethyl acetate. The combined organic phases wer... The reactants are Cc1cscc1N=C=S, Nc1cccc(Cl)c1N. The product is Cc1cscc1NC(=S)Nc1cccc(Cl)c1N. Reaction SMILES: [CH3:1][c:2]1[c:3]([N:7]=[C:8]=[S:9])[cH:4][s:5][cH:6]1.[Cl:10][c:11]1[c:12]([NH2:18])[c:13]([NH2:17])[cH:14][cH:15][cH:16]1>>[CH3:1][c:2]1[c:3]([NH:7][C:8](=[S:9])[NH:17][c:13]2[c:12]([NH2:18])[c:11]([Cl:10])[cH:16][cH:15][cH:14]2)[cH:4][s:5][cH:6]1. The reactants are CCOC(C)=O, C=CCOC(=O)Cc1cccc2c1cc(C)n2C(=O)c1ccc(OCCOCCC)cc1, C1COCCN1, Cl, C1CCOC1, c1ccc(P(c2ccccc2)(c2ccccc2)[Pd](P(c2ccccc2)(c2ccccc2)c2ccccc2)(P(c2ccccc2)(c2ccccc2)c2ccccc2)P(c2ccccc2)(c2ccccc2)c2ccccc2)cc1. Product: CCCOCCOc1ccc(C(=O)n2c(C)cc3c(CC(=O)O)cccc32)cc1. As a reaction SMILES: [C:39]([O:40][CH2:41][CH3:42])(=[O:43])[CH3:44].[CH2:1]([CH:2]=[CH2:3])[O:4][C:5]([CH2:6][c:7]1[c:8]2[cH:9][c:10]([CH3:31])[n:11]([C:16]([c:17]3[cH:18][cH:19][c:20]([O:23][CH2:24][CH2:25][O:26][CH2:27][CH2:28][CH3:29])[cH:21][cH:22]3)=[O:30])[c:12]2[cH:13][cH:14][cH:15]1)=[O:32].[CH2:33]1[NH:34][CH2:35][CH2:36][O:37][CH2:38]1.[ClH:45].[O:46]1[CH2:47][CH2:48][CH2:49][CH2:50]1.[cH:51]1[cH:52][cH:53][c:54]([P:55]([Pd:56]([P:57]([c:58]2[cH:59][cH:60][cH:61][cH:62][cH:63]2)([c:64]2[cH:65][cH:66][cH:67][cH:68][cH:69]2)[c:70]2[cH:71][cH:72][cH:73][cH:74][cH:75]2)([P:76]([c:77]2[cH:78][cH:79][cH:80][cH:81][cH:82]2)([c:83]2[cH:84][cH:85][cH:86][cH:87][cH:88]2)[c:89]2[cH:90][cH:91][cH:92][cH:93][cH:94]2)[P:95]([c:96]2[cH:97][cH:98][cH:99][cH:100][cH:101]2)([c:102]2[cH:103][cH:104][cH:105][cH:106][cH:107]2)[c:108]2[cH:109][cH:110][cH:111][cH:112][cH:113]2)([c:114]2[cH:115][cH:116][cH:117][cH:118][cH:119]2)[c:120]2[cH:121][cH:122][cH:123][cH:124][cH:125]2)[cH:126][cH:127]1>>[O:4]=[C:5]([CH2:6][c:7]1[c:8]2[cH:9][c:10]([CH3:31])[n:11]([C:16]([c:17]3[cH:18][cH:19][c:20]([O:23][CH2:24][CH2:25][O:26][CH2:27][CH2:28][CH3:29])[cH:21][cH:22]3)=[O:30])[c:12]2[cH:13][cH:14][cH:15]1)[OH:32]. Starting materials: C(C=C)OC(=O)N1[C@@H](C[C@@H](C1)SC(C1=CC=CC=C1)(C1=CC=CC=C1)C1=CC=CC=C1)\C=C/C(=O)N ((Z)-3-[(2S,4S)-N-allyloxycarbonyl-4-tritylthiopyrrolidin-2-yl]acrylamide), FC(C(=O)O)(F)F (trifluoroacetic acid), C(C)[SiH](CC)CC (triethylsilane). Run in C(Cl)Cl (methylene chloride). Conditions: time 30 minute. Yields the product C(C=C)OC(=O)N1[C@@H](C[C@@H](C1)S)\C=C/C(=O)N ((Z)-3 [(2S,4S)-N-allyloxycarbonyl-4-mercaptopyrrolidin-2-yl]acrylamide). Reaction SMILES: [CH2:1]([O:4][C:5]([N:7]1[CH2:11][C@@H:10]([S:12]C(C2C=CC=CC=2)(C2C=CC=CC=2)C2C=CC=CC=2)[CH2:9][C@H:8]1/[CH:32]=[CH:33]\[C:34]([NH2:36])=[O:35])=[O:6])[CH:2]=[CH2:3].FC(F)(F)C(O)=O.C([SiH](CC)CC)C>C(Cl)Cl>[CH2:1]([O:4][C:5]([N:7]1[CH2:11][C@@H:10]([SH:12])[CH2:9][C@H:8]1/[CH:32]=[CH:33]\[C:34]([NH2:36])=[O:35])=[O:6])[CH:2]=[CH2:3]. Procedure: To a solution of (Z)-3-[(2S,4S)-N-allyloxycarbonyl-4-tritylthiopyrrolidin-2-yl]acrylamide (1.02 g, 2.06 mmol) in methylene chloride (1 ml) were added trifluoroacetic acid (1 ml) and triethylsilane (0.33 ml, 2.07 mmol) under ice-cooling under nitrogen. The reaction mixture was stirred for 30 minutes at the same temperature, concentrated under reduced pressure, and diluted with methylene chloride (5 ml). The mixture was concentrated again, and extracted with ethyl acetate (50 ml). The organic laye... Reactants: C(C)(=O)OC=1C(=NC=CC1)SCC(=O)OC (3-acetoxy-2-(methoxycarbonyl)methylthiopyridine), C([O-])([O-])=O.[K+].[K+] (potassium carbonate), CO (methanol). Solvent: O (water). Run at time 3 hour. The product is OC=1C(=NC=CC1)SCC(=O)OC (3-hydroxy-2-(methoxycarbonyl)methylthiopyridine). Isolated yield 65.6%. RXN SMILES: C([O:4][C:5]1[C:6]([S:11][CH2:12][C:13]([O:15][CH3:16])=[O:14])=[N:7][CH:8]=[CH:9][CH:10]=1)(=O)C.C(=O)([O-])[O-].[K+].[K+].CO>O>[OH:4][C:5]1[C:6]([S:11][CH2:12][C:13]([O:15][CH3:16])=[O:14])=[N:7][CH:8]=[CH:9][CH:10]=1 |f:1.2.3|. Procedure details: A mixture of 0.48 g of 3-acetoxy-2-(methoxycarbonyl)methylthiopyridine, 0.15 g of potassium carbonate, and 3 ml of methanol was stirred at room temperature for 3 hours. The reaction mixture was poured into water, and the mixture was extracted with ethyl acetate. The organic layer was dried over anhydrous magnesium sulfate and then concentrated. The residue was subjected to silica gel column chromatography to give 0.26 g of 3-hydroxy-2-(methoxycarbonyl)methylthiopyridine.